Dataset: the Open Reaction Database (ORD), a public repository of structured organic reaction records. Task: describe an organic reaction: reactants, conditions, products, and yield Starting materials: NC1=C(C(=NC=N1)N[C@@H](C)C1=NN2C(C(N1C1=CC=CC=C1)=O)=C(C=C2)C)Br ((S)-2-(1-((6-amino-5-bromopyrimidin-4-yl)amino)ethyl)-5-methyl-3-phenylpyrrolo[2,1-f][1,2,4]triazin-4(3H)-one), COC1=CC=C(C=C1)S(=O)(=O)N1N=CC2=CC=C(C=C12)B1OC(C(O1)(C)C)(C)C (1-((4-methoxyphenyl)sulfonyl)-6-(4,4,5,5-tetramethyl-1,3,2-dioxaborolan-2-yl)-1H-indazole), aqueous solution, C([O-])([O-])=O.[Cs+].[Cs+] (cesium carbonate). The solvent is O1CCOCC1 (dioxane), C(C)(=O)OCC (ethyl acetate). Run at temperature 100 celsius, time 18 hour. Product: NC1=C(C(=NC=N1)N[C@@H](C)C1=NN2C(C(N1C1=CC=CC=C1)=O)=C(C=C2)C)C2=CC=C1C=NN(C1=C2)S(=O)(=O)C2=CC=C(C=C2)OC ((S)-2-(1-((6-Amino-5-(1-((4-methoxyphenyl)sulfonyl)-1H-indazol-6-yl)pyrimidin-4-yl)amino)ethyl)-5-methyl-3-phenylpyrrolo[2,1-f][1,2,4]triazin-4(3H)-one). Yield: 65.1%. RXN SMILES: [NH2:1][C:2]1[N:7]=[CH:6][N:5]=[C:4]([NH:8][C@H:9]([C:11]2[N:16]([C:17]3[CH:22]=[CH:21][CH:20]=[CH:19][CH:18]=3)[C:15](=[O:23])[C:14]3=[C:24]([CH3:27])[CH:25]=[CH:26][N:13]3[N:12]=2)[CH3:10])[C:3]=1Br.[CH3:29][O:30][C:31]1[CH:36]=[CH:35][C:34]([S:37]([N:40]2[C:48]3[C:43](=[CH:44][CH:45]=[C:46](B4OC(C)(C)C(C)(C)O4)[CH:47]=3)[CH:42]=[N:41]2)(=[O:39])=[O:38])=[CH:33][CH:32]=1.C(=O)([O-])[O-].[Cs+].[Cs+]>O1CCOCC1.C(OCC)(=O)C>[NH2:1][C:2]1[N:7]=[CH:6][N:5]=[C:4]([NH:8][C@H:9]([C:11]2[N:16]([C:17]3[CH:22]=[CH:21][CH:20]=[CH:19][CH:18]=3)[C:15](=[O:23])[C:14]3=[C:24]([CH3:27])[CH:25]=[CH:26][N:13]3[N:12]=2)[CH3:10])[C:3]=1[C:46]1[CH:47]=[C:48]2[C:43]([CH:42]=[N:41][N:40]2[S:37]([C:34]2[CH:35]=[CH:36][C:31]([O:30][CH3:29])=[CH:32][CH:33]=2)(=[O:39])=[O:38])=[CH:44][CH:45]=1 |f:2.3.4|. Procedure: To a solution of (S)-2-(1-((6-amino-5-bromopyrimidin-4-yl)amino)ethyl)-5-methyl-3-phenylpyrrolo[2,1-f][1,2,4]triazin-4(3H)-one (100 mg, 0.23 mmol) were added 1-((4-methoxyphenyl)sulfonyl)-6-(4,4,5,5-tetramethyl-1,3,2-dioxaborolan-2-yl)-1H-indazole (201 mg, 0.34 mmol), 1,1′-bis(diphenylphosphino)ferrocene-palladium(II)dichloride dichloromethane complex (18 mg, 0.02 mmol) and 227 μl of a 2M aqueous solution of cesium carbonate in dioxane (2 ml). The mixture was stirred under argon atmosphere at 10... Conditions: temperature 110 celsius. Procedure: In step 16-3, 2-fluoropyridin-4-ylboronic acid (97%) (9.6 g, 66 mmol), Pd(dppf)Cl2 (1.3 g, 1.65 mmol) and 2N Na2CO3 (50 mL, 99 mmol) were added to a suspension of (R)-3-(6-bromopyridin-2-yl)-6-(2-(3-fluorophenyl)pyrrolidin-1-yl)imidazo[1,2-b]pyridazine (16-2) (14.5 g, 33 mmol) in 1,4-dioane (250 mL). The mixture was degassed for 15 minute using N2 and then heated at 110° C. for 3 hours. The mixture was filtered through a celite pad and rinsed with ethyl acetate (EtOAc). The filtrate was washed w... Run in 1,4-dioane. Starting materials: FC1=NC=CC(=C1)B(O)O (2-fluoropyridin-4-ylboronic acid), C(=O)([O-])[O-].[Na+].[Na+] (Na2CO3), BrC1=CC=CC(=N1)C1=CN=C2N1N=C(C=C2)N2[C@H](CCC2)C2=CC(=CC=C2)F ((R)-3-(6-bromopyridin-2-yl)-6-(2-(3-fluorophenyl)pyrrolidin-1-yl)imidazo[1,2-b]pyridazine). The reagents and catalysts are C1=CC=C(C=C1)P([C-]2C=CC=C2)C3=CC=CC=C3.C1=CC=C(C=C1)P([C-]2C=CC=C2)C3=CC=CC=C3.Cl[Pd]Cl.[Fe+2] (Pd(dppf)Cl2). RXN SMILES: [F:1][C:2]1[CH:7]=[C:6](B(O)O)[CH:5]=[CH:4][N:3]=1.C([O-])([O-])=O.[Na+].[Na+].Br[C:18]1[N:23]=[C:22]([C:24]2[N:28]3[N:29]=[C:30]([N:33]4[CH2:37][CH2:36][CH2:35][C@@H:34]4[C:38]4[CH:43]=[CH:42][CH:41]=[C:40]([F:44])[CH:39]=4)[CH:31]=[CH:32][C:27]3=[N:26][CH:25]=2)[CH:21]=[CH:20][CH:19]=1>C1C=CC(P(C2C=CC=CC=2)[C-]2C=CC=C2)=CC=1.C1C=CC(P(C2C=CC=CC=2)[C-]2C=CC=C2)=CC=1.Cl[Pd]Cl.[Fe+2]>[F:1][C:2]1[CH:7]=[C:6]([C:18]2[CH:19]=[CH:20][CH:21]=[C:22]([C:24]3[N:28]4[N:29]=[C:30]([N:33]5[CH2:37][CH2:36][CH2:35][C@@H:34]5[C:38]5[CH:43]=[CH:42][CH:41]=[C:40]([F:44])[CH:39]=5)[CH:31]=[CH:32][C:27]4=[N:26][CH:25]=3)[N:23]=2)[CH:5]=[CH:4][N:3]=1 |f:1.2.3,5.6.7.8|. The product is FC1=NC=CC(=C1)C1=NC(=CC=C1)C1=CN=C2N1N=C(C=C2)N2[C@H](CCC2)C2=CC(=CC=C2)F ((R)-3-(2′-fluoro-2,4′-bipyridin-6-yl)-6-(2-(3-fluorophenyl)pyrrolidin-1-yl)imidazo[1,2-b]pyridazine). The reactants are C(CCC)[Li] (n-butyllithium), FC1=CC=C(C=C1)C1=CNC2=C1C=NC=C2 (3-(4-fluorophenyl)-lH-pyrrolo[3,2-c]pyridine), C1(=CC=CC=C1)S(=O)(=O)Cl (benzenesulfonyl chloride). Solvent: CCCCCC (hexane), C1CCOC1 (THF). Reaction conditions: time 1 hour. Product: C1(=CC=CC=C1)S(=O)(=O)N1C=C(C=2C=NC=CC21)C2=CC=C(C=C2)F (1-benzenesulfonyl-3-(4-fluorophenyl)-1H-pyrrolo[3,2-c]pyridine). RXN SMILES: [F:1][C:2]1[CH:7]=[CH:6][C:5]([C:8]2[C:12]3[CH:13]=[N:14][CH:15]=[CH:16][C:11]=3[NH:10][CH:9]=2)=[CH:4][CH:3]=1.C([Li])CCC.[C:22]1([S:28](Cl)(=[O:30])=[O:29])[CH:27]=[CH:26][CH:25]=[CH:24][CH:23]=1>C1COCC1.CCCCCC>[C:22]1([S:28]([N:10]2[C:11]3[CH:16]=[CH:15][N:14]=[CH:13][C:12]=3[C:8]([C:5]3[CH:4]=[CH:3][C:2]([F:1])=[CH:7][CH:6]=3)=[CH:9]2)(=[O:30])=[O:29])[CH:27]=[CH:26][CH:25]=[CH:24][CH:23]=1. Reported procedure: 106 mg (0.5mM) of the product of Step 3, above, in 5 ml of absolute THF is cooled to -78°. 0.328 ml (0.525mM) of 1.6M n-butyllithium in hexane is added and the mixture stirred for 1 hour whilst allowing the temperature to rise to 0°. The mixture is then re-cooled to -60° and 97mg (0.55mM) of benzenesulfonyl chloride is added. After allowing to warm to RT overnight, the mixture is quenched with aqueous NaHCO3 and extracted with ethyl acetate. After washing with NaHCO3 the mixture is dried over Na... Starting materials: C(=O)(O)COC1=C(C(NC2=CC(=CC=C12)Cl)=O)C1=CC=CC=C1 (4-carboxymethoxy-7-chloro-3-phenyl-2(1H)-quinolone), Cl.CON (O-methyl hydroxylamine hydrochloride), ON1N=NC2=C1C=CC=C2 (1-hydroxybenzotriazole), CN(CCCN=C=NCC)C (1-(3 dimethylaminopropyl)-3-ethyl carbodiimide). Solvent: O1CCCC1 (tetrahydrofuran), C(C)N(CC)CC (triethylamine), O (water). Run at time 16 hour. Product: ClC1=CC=C2C(=C(C(NC2=C1)=O)C1=CC=CC=C1)OCC(=O)NOC (7-Chloro-4-methoxyaminocarbonylmethoxy-3-phenyl-2(1H)-quinolone). Isolated yield 6.0%. As a reaction SMILES: [C:1]([CH2:4][O:5][C:6]1[C:15]2[C:10](=[CH:11][C:12]([Cl:16])=[CH:13][CH:14]=2)[NH:9][C:8](=[O:17])[C:7]=1[C:18]1[CH:23]=[CH:22][CH:21]=[CH:20][CH:19]=1)([OH:3])=O.Cl.[CH3:25][O:26][NH2:27].ON1C2C=CC=CC=2N=N1.CN(C)CCCN=C=NCC>O1CCCC1.O.C(N(CC)CC)C>[Cl:16][C:12]1[CH:11]=[C:10]2[C:15]([C:6]([O:5][CH2:4][C:1]([NH:27][O:26][CH3:25])=[O:3])=[C:7]([C:18]3[CH:23]=[CH:22][CH:21]=[CH:20][CH:19]=3)[C:8](=[O:17])[NH:9]2)=[CH:14][CH:13]=1 |f:1.2|. Procedure: To a solution of 4-carboxymethoxy-7-chloro-3-phenyl-2(1H)-quinolone (Example 15, 1.83 g) in tetrahydrofuran (150 ml) under nitrogen at room temperature, was added triethylamine (3.65 ml), O-methyl hydroxylamine hydrochloride (0.96 g), 1-hydroxybenzotriazole (1.15 g) and 1-(3 dimethylaminopropyl)-3-ethyl carbodiimide (1.73 g). The reaction mixture was stirred at room temperature for 16 h, then poured into water (150 ml) and extracted with ethyl acetate (3×100 ml). The combined organic layers were... Reactants: C(#N)C=1C(=NC=CC1)F (3-cyano-2-fluoropyridine), [H-].[Na+] (NaH), oil, C1(CCC1)O (cyclobutanol). Solvent: CN(C)C=O (DMF). Reaction conditions: time 1 hour. The product is C1(CCC1)OC1=C(C#N)C=CC=N1 (2-cyclobutoxynicotinonitrile). As a reaction SMILES: [H-].[Na+].[CH:3]1([OH:7])[CH2:6][CH2:5][CH2:4]1.[C:8]([C:10]1[C:11](F)=[N:12][CH:13]=[CH:14][CH:15]=1)#[N:9]>CN(C=O)C>[CH:3]1([O:7][C:11]2[N:12]=[CH:13][CH:14]=[CH:15][C:10]=2[C:8]#[N:9])[CH2:6][CH2:5][CH2:4]1 |f:0.1|. Procedure details: NaH 60% dispersion in mineral oil (100 mg, 2.5 mmol) was added to a rt solution of cyclobutanol (0.13 mL, 1.6 mmol) in DMF (1.5 mL). After stirring for 1 h, 3-cyano-2-fluoropyridine (150 mg, 1.23 mmol) was added and the brown suspension was stirred at rt for 1 h. The rxn mixture was quenched with water and extracted with DCM (2×). The combined org. layers were dried (MgSO4), filtered and concentrated in vacuo to yield 2-cyclobutoxynicotinonitrile as an orange oil. LC-MS B: tR=0.76 min; [M+H]+=17... Reactants: N1=CC=C(C=C1)CCC(=O)OC (methyl 3-(4-pyridyl)propanoate), CN1C=NC=C1C=O (methyl-1H-imidazol-5-carboxaldehyde), C(CCC)C=1N(C(=CN1)/C=C(/C(=O)O)\CC=1SC=CC1)CC1=C(C=CC=C1)Cl ((E)-3-[2-n-butyl-1-{(2-chlorophenyl)methyl}-1-H-imidazol-5-yl]-2-(2-thienyl)methyl-2-propenoic acid), S1C(=CC=C1)CCCC(=O)OC (methyl 4-(2-thienyl)butanoate), C(CCC)C=1N(C(=CN1)C=O)CC1=C(C=CC=C1)Cl (2-n-butyl-1-(2-chlorophenyl)methyl-1H-imidazol-5-carboxaldehyde). Product: C(CCC)C=1N(C(=CN1)/C=C(/C(=O)O)\CCC=1SC=CC1)CC1=CC=C(C=C1)C(=O)O ((E)-3-[2-n-Butyl-1-{(4-carboxyphenyl)methyl}-1H-imidazol-5-yl]-2-(2-thienyl)ethyl-2-propenoic Acid). As a reaction SMILES: N1C=CC(CC[C:9]([O:11]C)=[O:10])=CC=1.[S:13]1[CH:17]=[CH:16][CH:15]=[C:14]1[CH2:18][CH2:19][CH2:20][C:21]([O:23]C)=[O:22].[CH2:25]([C:29]1[N:30]([CH2:36][C:37]2[CH:42]=[CH:41][CH:40]=[CH:39][C:38]=2Cl)[C:31]([CH:34]=O)=[CH:32][N:33]=1)[CH2:26][CH2:27][CH3:28].CN1C(C=O)=CN=C1.C(C1N(CC2C=CC=CC=2Cl)C(/C=C(\CC2SC=CC=2)/C(O)=O)=CN=1)CCC>>[CH2:25]([C:29]1[N:30]([CH2:36][C:37]2[CH:42]=[CH:41][C:40]([C:9]([OH:11])=[O:10])=[CH:39][CH:38]=2)[C:31](/[CH:34]=[C:20](\[CH2:19][CH2:18][C:14]2[S:13][CH:17]=[CH:16][CH:15]=2)/[C:21]([OH:23])=[O:22])=[CH:32][N:33]=1)[CH2:26][CH2:27][CH3:28]. Procedure details: The title compound was prepared following the procedure of Example 20 replacing methyl 3-(4-pyridyl)propanoate with methyl 4-(2-thienyl)butanoate and 2-n-butyl-1-(2-chlorophenyl)methyl-1H-imidazol-5-carboxaldehyde with 2-n-butyl-1-)4-carbomethoxyphenyl)methyl-1H-imidazol-5-carboxaldehyde; mp 244°-246° C. (d). The reactants are COC(C(=C)CC1=CC=CC=C1)=O (methyl-2-benzylacrylate), C[O-].[Na+] (sodium methoxide), Cl (HCl), CC(C)S (isopropylthiol). Solvent: CO (methanol), C(C)(=O)OCC (ethyl acetate), Hexanes. Run at time 30 minute. Product: COC(C(CSC(C)C)CC1=CC=CC=C1)=O (methyl-3-isopropylthio-2-benzylpropionate). As a reaction SMILES: [CH3:1][O:2][C:3](=[O:13])[C:4]([CH2:6][C:7]1[CH:12]=[CH:11][CH:10]=[CH:9][CH:8]=1)=[CH2:5].C[O-].[Na+].[CH3:17][CH:18]([SH:20])[CH3:19].Cl>CO.C(OCC)(=O)C>[CH3:1][O:2][C:3](=[O:13])[CH:4]([CH2:6][C:7]1[CH:8]=[CH:9][CH:10]=[CH:11][CH:12]=1)[CH2:5][S:20][CH:18]([CH3:19])[CH3:17] |f:1.2|. Procedure details: To a solution of methyl-2-benzylacrylate (20 gm, 0.113 mol) in methanol (100 ml) at room temperature was added a solution of sodium methoxide (2N, 17 ml) followed by isopropylthiol (12.56 ml). TLC (4:1, Hexanes: ethyl acetate) showed reaction to be complete after 30 min. The reaction mixture was made acidic with 1N HCl and extracted three times with ethyl acetate. The combined organic fractions were dried over NaSO4, filtered and evaporated in vacuo. The crude product was purified by chromatogra...